This data is from the Open Reaction Database (ORD), a public repository of structured organic reaction records. The task is: describe an organic reaction: reactants, conditions, products, and yield Reactants: FC(C=1C=C(C=CC1)NC(=O)N)(F)F (N-[3-(trifluoromethyl)phenyl]urea), Cl (hydrochloric acid), BrC1=CC=C(C=O)C=C1 (4-bromobenzaldehyde), O=C(CC(=O)OCC)C (ethyl 3-oxobutanoate). Run in C1CCOC1 (THF). The product is BrC1=CC=C(C=C1)C1NC(N(C(=C1C(=O)OCC)C)C1=CC(=CC=C1)C(F)(F)F)=O (Ethyl 4-(4-bromophenyl)-6-methyl-2-oxo-1-[3-(trifluoromethyl)phenyl]-1,2,3,4-tetrahydro-5-pyrimidinecarboxylate). Reaction SMILES: [F:1][C:2]([F:14])([F:13])[C:3]1[CH:4]=[C:5]([NH:9][C:10]([NH2:12])=[O:11])[CH:6]=[CH:7][CH:8]=1.[Br:15][C:16]1[CH:23]=[CH:22][C:19]([CH:20]=O)=[CH:18][CH:17]=1.O=[C:25]([CH3:32])[CH2:26][C:27]([O:29][CH2:30][CH3:31])=[O:28].Cl>C1COCC1>[Br:15][C:16]1[CH:23]=[CH:22][C:19]([CH:20]2[C:26]([C:27]([O:29][CH2:30][CH3:31])=[O:28])=[C:25]([CH3:32])[N:9]([C:5]3[CH:6]=[CH:7][CH:8]=[C:3]([C:2]([F:13])([F:14])[F:1])[CH:4]=3)[C:10](=[O:11])[NH:12]2)=[CH:18][CH:17]=1. Procedure: 204 mg (1.0 mmol) N-[3-(trifluoromethyl)phenyl]urea, 142 mg (0.77 mmol) 4-bromobenzaldehyde, and 100 mg (0.77 mmol) ethyl 3-oxobutanoate are suspended in 2 ml of THF, and catalytic amounts of concentrated hydrochloric acid are added. The mixture is stirred at reflux for 18 hours. After cooling down to room temperature, the solvent is removed in vacuo and the residue is purified by column chromatography on silica with cyclohexane/ethyl acetate as eluent. Reaction SMILES: [CH3:1][O:2][C:3]1[CH:8]=[CH:7][C:6]([C:9](=[O:12])[CH2:10][CH3:11])=[CH:5][CH:4]=1.[CH2:13](O)[CH2:14][OH:15]>C1(C)C=CC=CC=1.O.C1(C)C=CC(S(O)(=O)=O)=CC=1>[CH2:10]([C:9]1([C:6]2[CH:7]=[CH:8][C:3]([O:2][CH3:1])=[CH:4][CH:5]=2)[O:15][CH2:14][CH2:13][O:12]1)[CH3:11] |f:3.4|. Procedure: To a solution of 4′-methoxypropiophenone (250.0 mg, 1.52 mmol) in toluene (20.0 mL) was added ethylene glycol (255.0 μL, 4.57 mmol) and p-toluenesulfonic acid monohydrate (13.0 mg, 0.04 mmol) and the reaction mixture refluxed overnight using a Dean-Stark apparatus. The reaction mixture was cooled to room temperature, then washed with saturated aqueous sodium bicarbonate solution followed by water. The toluene solution was then dried (MgSO4) and evaporated under reduced pressure to afford 2-ethyl... Reagents/catalysts: O.C1(=CC=C(C=C1)S(=O)(=O)O)C (p-toluenesulfonic acid monohydrate). Starting materials: COC1=CC=C(C=C1)C(CC)=O (4′-methoxypropiophenone), C(CO)O (ethylene glycol). Run in C1(=CC=CC=C1)C (toluene). Isolated yield 58.1%. The product is C(C)C1(OCCO1)C1=CC=C(C=C1)OC (2-Ethyl-2-(4-methoxyphenyl)-1,3-dioxolane). Reactants: FC1=CC=C2NC=3C(=CC=CC3C(C2=C1)=O)C(=O)O (7-fluoro-9-oxoacridan-4-carboxylic acid). Solvent: CO.O (MeOH H2O). Yields the product FC1=CC=C2N=C3C(=CC=CC3=CC2=C1)C(=O)O (7-fluoroacridine-4-carboxylic acid). Isolated yield 95.0%. RXN SMILES: [F:1][C:2]1[CH:15]=[C:14]2[C:5]([NH:6][C:7]3[C:8]([C:17]([OH:19])=[O:18])=[CH:9][CH:10]=[CH:11][C:12]=3[C:13]2=O)=[CH:4][CH:3]=1>CO.O>[F:1][C:2]1[CH:15]=[C:14]2[C:5]([N:6]=[C:7]3[C:12](=[CH:13]2)[CH:11]=[CH:10][CH:9]=[C:8]3[C:17]([OH:19])=[O:18])=[CH:4][CH:3]=1 |f:1.2|. Procedure: Reduction of the known [Atwell et al., J. Med. Chem., 1987, 30, 658] 7-fluoro-9-oxoacridan-4-carboxylic acid as above gave 7-fluoroacridine-4-carboxylic acid (95%), mp (MeOH/H2O) 267-268° C. 1H NMR [(CD3)2SO] δ 7.87 (dd, J=8.4, 7.0 Hz, 1 H, H-2), 8.01 (ddd, J=9.5, 8.5, 2.3 Hz, 1 H, H-6), 8.13 (dd, J=9.3, 2.8 Hz, 1 H, H-8), 8.45 (dd, J=9.6, 5.3 Hz, 1 H, H-5), 8.54 (dd, J=8.5, 1.3 Hz, 1 H, H-1), 8.73 (dd, J=6.9, 1.4 Hz, 1 H, H-3), 9.47 (s, 1 H, H-9), 16. 53 (br s, 1 H, COOH). Anal. (C14H8FNO2) C, ... Reactants: C[Si](C)(C)CCOCn1nc(-c2cccc(Br)n2)c2cnc(Cl)nc21, CC(C)O, NCCN1CCCCC1. Product: C[Si](C)(C)CCOCn1nc(-c2cccc(Br)n2)c2cnc(NCCN3CCCCC3)nc21. As a reaction SMILES: [Br:1][c:2]1[cH:3][cH:4][cH:5][c:6](-[c:8]2[n:9][n:10]([CH2:18][O:19][CH2:20][CH2:21][Si:22]([CH3:23])([CH3:24])[CH3:25])[c:11]3[n:12][c:13]([Cl:17])[n:14][cH:15][c:16]23)[n:7]1.[CH:35]([OH:36])([CH3:37])[CH3:38].[N:26]1([CH2:32][CH2:33][NH2:34])[CH2:27][CH2:28][CH2:29][CH2:30][CH2:31]1>>[Br:1][c:2]1[cH:3][cH:4][cH:5][c:6](-[c:8]2[n:9][n:10]([CH2:18][O:19][CH2:20][CH2:21][Si:22]([CH3:23])([CH3:24])[CH3:25])[c:11]3[n:12][c:13]([NH:34][CH2:33][CH2:32][N:26]4[CH2:27][CH2:28][CH2:29][CH2:30][CH2:31]4)[n:14][cH:15][c:16]23)[n:7]1. Starting materials: CC(=O)N1CC(C)(C)Oc2ccc([N+](=O)[O-])cc21, CCO. The product is CC(=O)N1CC(C)(C)Oc2ccc(N)cc21. Reaction SMILES: [C:1]([CH3:2])(=[O:3])[N:4]1[CH2:5][C:6]([CH3:17])([CH3:18])[O:7][c:8]2[c:9]1[cH:10][c:11]([N+:14]([O-:15])=[O:16])[cH:12][cH:13]2.[CH3:19][CH2:20][OH:21]>>[C:1]([CH3:2])(=[O:3])[N:4]1[CH2:5][C:6]([CH3:17])([CH3:18])[O:7][c:8]2[c:9]1[cH:10][c:11]([NH2:14])[cH:12][cH:13]2. The reactants are CC(=O)CC(C)C, O=c1[nH]c2ccccc2n1CCCl, [Na+], [Na+], O=C([O-])[O-], O, c1ccc(C(c2ccccc2)N2CCNCC2)cc1. Yields the product O=c1[nH]c2ccccc2n1CCN1CCN(C(c2ccccc2)c2ccccc2)CC1. As a reaction SMILES: [CH3:39][CH:40]([CH3:41])[CH2:42][C:43](=[O:44])[CH3:45].[Cl:1][CH2:2][CH2:3][n:4]1[c:5](=[O:13])[nH:6][c:7]2[c:8]1[cH:9][cH:10][cH:11][cH:12]2.[Na+:33].[Na+:34].[O-:35][C:36](=[O:37])[O-:38].[OH2:46].[c:14]1([CH:20]([N:21]2[CH2:22][CH2:23][NH:24][CH2:25][CH2:26]2)[c:27]2[cH:28][cH:29][cH:30][cH:31][cH:32]2)[cH:15][cH:16][cH:17][cH:18][cH:19]1>>[CH2:2]([CH2:3][n:4]1[c:5](=[O:13])[nH:6][c:7]2[c:8]1[cH:9][cH:10][cH:11][cH:12]2)[N:24]1[CH2:23][CH2:22][N:21]([CH:20]([c:14]2[cH:15][cH:16][cH:17][cH:18][cH:19]2)[c:27]2[cH:28][cH:29][cH:30][cH:31][cH:32]2)[CH2:26][CH2:25]1.